From a dataset of the Open Reaction Database (ORD), a public repository of structured organic reaction records. describe an organic reaction: reactants, conditions, products, and yield Reported procedure: A mixture of 4 g of the product of Example 1 and 4.5 g of m-chloroperbenzoic acid in 50 mL of chloroform was stirred overnight at room temperature and filtered. The filtrate was washed with aqueous NaHSO3, aqueous NaHCO3, brine, dried (Na2SO4), and concentrated. The residue was a mixture of diastereomeric epoxides. Reaction conditions: time 8 hour. Yields the product ClC1=CC=C(C=C1)C(C(C)C)C1OC1 (2-[1-(4-Chlorophenyl)-2-methylpropyl]oxirane). RXN SMILES: [Cl:1][C:2]1[CH:7]=[CH:6][C:5]([CH:8]([CH:11]([CH3:13])[CH3:12])[CH:9]=[CH2:10])=[CH:4][CH:3]=1.ClC1C=CC=C(C(OO)=[O:22])C=1>C(Cl)(Cl)Cl>[Cl:1][C:2]1[CH:7]=[CH:6][C:5]([CH:8]([CH:9]2[CH2:10][O:22]2)[CH:11]([CH3:13])[CH3:12])=[CH:4][CH:3]=1. Starting materials: ClC1=CC=C(C=C1)C(C=C)C(C)C (3-p-Chlorophenyl-4-methyl-1-pentene), ClC1=CC(=CC=C1)C(=O)OO (m-chloroperbenzoic acid). The solvent is C(Cl)(Cl)Cl (chloroform). As a reaction SMILES: [CH2:1]([CH3:2])[O:3][C:4](=[O:5])[c:6]1[o:7][c:8]2[c:9]([cH:10]1)[cH:11][c:12]([O:16][CH3:17])[c:13]([OH:15])[cH:14]2.[Cl:23][CH2:24][Cl:25].[OH2:22].[OH:18][N+:19]([O-:20])=[O:21]>>[CH2:1]([CH3:2])[O:3][C:4](=[O:5])[c:6]1[o:7][c:8]2[c:9]([cH:10]1)[cH:11][c:12]([O:16][CH3:17])[c:13]([OH:15])[c:14]2[N+:19](=[O:18])[O-:20]. Product: CCOC(=O)c1cc2cc(OC)c(O)c([N+](=O)[O-])c2o1. Starting materials: CCOC(=O)c1cc2cc(OC)c(O)cc2o1, ClCCl, O, O=[N+]([O-])O. Reactants: O[C@@H]1C[C@@H]2N(CCN(C2)CC2=CC=CC=C2)C1 ((7R,8aS)-7-hydroxy-2-phenylmethyl-1,2,3,4,6,7,8,8a-octahydro-pyrrolo[1,2-a]pyrazine), C(=O)[O-].[NH4+] (ammonium formate). The reagents and catalysts are [Pd] (palladium on carbon). Run in CO (methanol). Conditions: time 18 hour. The product is O[C@@H]1C[C@@H]2N(CCNC2)C1 ((7R,8aS)-7-hydroxy-1,2,3,4,6,7,8,8a-octahydro-pyrrolo[1,2-a]pyrazine). Reaction SMILES: [OH:1][C@H:2]1[CH2:17][N:5]2[CH2:6][CH2:7][N:8](CC3C=CC=CC=3)[CH2:9][C@@H:4]2[CH2:3]1.C([O-])=O.[NH4+]>CO.[Pd]>[OH:1][C@H:2]1[CH2:17][N:5]2[CH2:6][CH2:7][NH:8][CH2:9][C@@H:4]2[CH2:3]1 |f:1.2|. Procedure details: A solution of 9.75 g (42.0 mmol) of (7R,8aS)-7-hydroxy-2-phenylmethyl-1,2,3,4,6,7,8,8a-octahydro-pyrrolo[1,2-a]pyrazine (Diafi, L.; et al. J. Het. Chem., 1990, 27, 2181) and 29.4 mL of 5M ammonium formate in 140 mL of methanol was treated with an aqueous slurry of 4.9 g of 10% palladium on carbon and the mixture was stirred at ambient temperature for 18 h. The mixture was filtered through Celite and evaporated to give (7R,8aS)-7-hydroxy-1,2,3,4,6,7,8,8a-octahydro-pyrrolo[1,2-a]pyrazine as a clea... The reactants are CN1C(CCC1)=O (1-methyl-2-pyrrolidone), N1(CCNCC1)C(=O)OC(C)(C)C (t-butyl piperazine-1-carboxylate), C(C#CC)N1C(=NC=2C=NN(C(C21)=O)C)Cl (3-(2-butynyl)-2-chloro-5-methyl-3,5-dihydroimidazo[4,5-d]pyridazin-4-one), C([O-])([O-])=O.[K+].[K+] (potassium carbonate). The solvent is O (water). Reaction conditions: temperature 130 celsius. Yields the product C(C#CC)N1C(=NC2=C1C(N(N=C2)C)=O)N2CCN(CC2)C(=O)OC(C)(C)C (t-Butyl 4-[1-(2-butynyl)-6-methyl-7-oxo-6,7-dihydro-1H-imidazo[4,5-d]pyridazin-2-yl]piperazine-1-carboxylate). The yield is 99.2%. Reaction SMILES: CN1CCCC1=O.[CH2:8]([N:12]1[C:20]2[C:19](=[O:21])[N:18]([CH3:22])[N:17]=[CH:16][C:15]=2[N:14]=[C:13]1Cl)[C:9]#[C:10][CH3:11].C(=O)([O-])[O-].[K+].[K+].[N:30]1([C:36]([O:38][C:39]([CH3:42])([CH3:41])[CH3:40])=[O:37])[CH2:35][CH2:34][NH:33][CH2:32][CH2:31]1>O>[CH2:8]([N:12]1[C:20]2[C:19](=[O:21])[N:18]([CH3:22])[N:17]=[CH:16][C:15]=2[N:14]=[C:13]1[N:33]1[CH2:32][CH2:31][N:30]([C:36]([O:38][C:39]([CH3:42])([CH3:41])[CH3:40])=[O:37])[CH2:35][CH2:34]1)[C:9]#[C:10][CH3:11] |f:2.3.4|. Procedure details: 5 ml of 1-methyl-2-pyrrolidone was added to a mixture consisting of 1.183 g of 3-(2-butynyl)-2-chloro-5-methyl-3,5-dihydroimidazo[4,5-d]pyridazin-4-one, 0.829 g of potassium carbonate, and 1.395 g of t-butyl piperazine-1-carboxylate under a nitrogen atmosphere. The resulting mixture was heated at 130° C. for 6 hours. The reaction mixture was cooled, and 50 ml of water was added thereto. Then, the mixture was extracted with 100 ml of ethyl acetate. The organic layer was washed twice with 50 ml of... Run at time 2 hour. Solvent: O1CCCC1 (tetrahydrofuran). As a reaction SMILES: [CH3:1][N:2]1[CH:6]=[C:5]([C:7]2[CH:8]=[N:9][C:10]([NH:13][NH:14][C:15](=O)[CH2:16][C:17]3[CH:22]=[CH:21][CH:20]=[CH:19][CH:18]=3)=[N:11][CH:12]=2)[CH:4]=[N:3]1.N#N.C1(P(C2C=CC=CC=2)C2C=CC=CC=2)C=CC=CC=1.N([Si](C)(C)C)=[N+]=[N-].CC(OC(/N=N/C(OC(C)C)=O)=O)C>O1CCCC1>[CH2:16]([C:15]1[N:11]2[CH:12]=[C:7]([C:5]3[CH:4]=[N:3][N:2]([CH3:1])[CH:6]=3)[CH:8]=[N:9][C:10]2=[N:13][N:14]=1)[C:17]1[CH:22]=[CH:21][CH:20]=[CH:19][CH:18]=1. The product is C(C1=CC=CC=C1)C1=NN=C2N1C=C(C=N2)C=2C=NN(C2)C (3-benzyl-6-(1-methyl-1H-pyrazol-4-yl)-1,2,4-triazolo[4,3-a]-pyrimidine). Procedure: 124.00 mg of N′-[5-(1-methyl-1H-pyrazol-4-yl)-2-pyrimidyl]phenylacetohydrazide are suspended in 2.5 ml of tetrahydrofuran in an N2-flushed reaction vial provided with a magnetic stirrer, 127.86 mg of triphenylphosphine and 66.81 μl of azidotrimethylsilane are added, and 120.84 μl of diisopropylazo dicarboxylate are added. The mixture is stirred at RT for a further 2 h. The reaction mixture is adsorbed onto silica gel and chromatographed. The chromatography residue is crystallised using methanol,... The reactants are CN1N=CC(=C1)C=1C=NC(=NC1)NNC(CC1=CC=CC=C1)=O (N′-[5-(1-methyl-1H-pyrazol-4-yl)-2-pyrimidyl]phenylacetohydrazide), CC(C)OC(=O)/N=N/C(=O)OC(C)C (diisopropylazo dicarboxylate), N#N (N2), C1(=CC=CC=C1)P(C1=CC=CC=C1)C1=CC=CC=C1 (triphenylphosphine), N(=[N+]=[N-])[Si](C)(C)C (azidotrimethylsilane).